From a dataset of the Open Reaction Database (ORD), a public repository of structured organic reaction records. describe an organic reaction: reactants, conditions, products, and yield Reactants: O=CCCC(=O)c1cc(Br)ccn1, CC(=O)O, COc1ccc(C(C)N)cc1, ClCCl. The product is COc1ccc(C(C)N2CCCC2c2cc(Br)ccn2)cc1. Reaction SMILES: [Br:1][c:2]1[cH:3][c:4]([C:8]([CH2:9][CH2:10][CH:11]=[O:13])=[O:12])[n:5][cH:6][cH:7]1.[CH3:14][C:15](=[O:16])[OH:17].[CH3:18][O:19][c:20]1[cH:21][cH:22][c:23]([CH:26]([CH3:27])[NH2:28])[cH:24][cH:25]1.[Cl:29][CH2:30][Cl:31]>>[Br:1][c:2]1[cH:3][c:4]([CH:8]2[CH2:9][CH2:10][CH2:11][N:28]2[CH:26]([c:23]2[cH:22][cH:21][c:20]([O:19][CH3:18])[cH:25][cH:24]2)[CH3:27])[n:5][cH:6][cH:7]1. Starting materials: CC1CNCC(C)N1S(=O)(=O)c1ccc(C(C)(C)C)cc1, C1COCCO1, CCOC(C)=O, CCN(C(C)C)C(C)C, Clc1cccnc1Cl. The product is CC1CN(c2ncccc2Cl)CC(C)N1S(=O)(=O)c1ccc(C(C)(C)C)cc1. Reaction SMILES: [C:1]([CH3:2])([CH3:3])([CH3:4])[c:5]1[cH:6][cH:7][c:8]([S:11](=[O:12])(=[O:13])[N:14]2[CH:15]([CH3:21])[CH2:16][NH:17][CH2:18][CH:19]2[CH3:20])[cH:9][cH:10]1.[CH2:39]1[O:40][CH2:41][CH2:42][O:43][CH2:44]1.[CH3:45][CH2:46][O:47][C:48](=[O:49])[CH3:50].[CH:30]([N:31]([CH:32]([CH3:33])[CH3:34])[CH2:35][CH3:36])([CH3:37])[CH3:38].[Cl:22][c:23]1[n:24][cH:25][cH:26][cH:27][c:28]1[Cl:29]>>[C:1]([CH3:2])([CH3:3])([CH3:4])[c:5]1[cH:6][cH:7][c:8]([S:11](=[O:12])(=[O:13])[N:14]2[CH:15]([CH3:21])[CH2:16][N:17]([c:23]3[n:24][cH:25][cH:26][cH:27][c:28]3[Cl:29])[CH2:18][CH:19]2[CH3:20])[cH:9][cH:10]1. Reactants: [Br-].C1(=CC=CC=C1)C[N+]1=C(C(=CC=C1)O)C1=CC=CC=C1 (1-phenylmethyl-2-phenyl-3-hydroxypyridinium bromide), C1(=CC=CC=C1)S(=O)(=O)C=C (phenyl vinylsulfone). The reagents and catalysts are C1(O)=CC=C(O)C=C1 (hydroquinone). The solvent is CO (methanol). The product is C1(=CC=CC=C1)S(=O)(=O)C1C2C=CC(C(C1)(N2CC2=CC=CC=C2)C2=CC=CC=C2)=O (6-Benzenesulfonyl-8-benzyl-1-phenyl-8-aza-bicyclo[3.2.1]oct-3-en-2-one). Yield: 63.6%. RXN SMILES: [Br-].[C:2]1([CH2:8][N+:9]2[CH:14]=[CH:13][CH:12]=[C:11]([OH:15])[C:10]=2[C:16]2[CH:21]=[CH:20][CH:19]=[CH:18][CH:17]=2)[CH:7]=[CH:6][CH:5]=[CH:4][CH:3]=1.[C:22]1([S:28]([CH:31]=[CH2:32])(=[O:30])=[O:29])[CH:27]=[CH:26][CH:25]=[CH:24][CH:23]=1>CO.C1(C=CC(O)=CC=1)O>[C:22]1([S:28]([CH:31]2[CH2:32][C:10]3([C:16]4[CH:21]=[CH:20][CH:19]=[CH:18][CH:17]=4)[N:9]([CH2:8][C:2]4[CH:3]=[CH:4][CH:5]=[CH:6][CH:7]=4)[CH:14]2[CH:13]=[CH:12][C:11]3=[O:15])(=[O:30])=[O:29])[CH:27]=[CH:26][CH:25]=[CH:24][CH:23]=1 |f:0.1|. Procedure details: To 7.35 gm (21.5 mmol) 1-phenylmethyl-2-phenyl-3-hydroxypyridinium bromide in 20 ml of methanol was added 8.69 gm Amberlyst AG1-X8 resin —OH form 20–40 mesh. The mixture was stirred for a short period and then filtered and the resin washed with methanol. The solvent was removed in vacuo. The solid residue was taken up in toluene (150 ml) and treated with 50 mg of hydroquinone and 6.84 gm (37.1 mmol) phenyl vinylsulfone. The reaction mixture was heated under reflux for 18 hours and then cooled to... Reactants: CC(C)(C)c1ccccc1O, O=C([O-])[O-], O=[N+]([O-])c1ccccc1Cl, [K+], [K+], CN(C)C=O. Yields the product CC(C)(C)c1ccccc1Oc1ccccc1[N+](=O)[O-]. Reaction SMILES: [C:11]([CH3:12])([CH3:13])([CH3:14])[c:15]1[c:16]([OH:21])[cH:17][cH:18][cH:19][cH:20]1.[C:22](=[O:23])([O-:24])[O-:25].[Cl:1][c:2]1[c:3]([N+:8](=[O:9])[O-:10])[cH:4][cH:5][cH:6][cH:7]1.[K+:26].[K+:27].[O:28]=[CH:29][N:30]([CH3:31])[CH3:32]>>[c:2]1([O:21][c:16]2[c:15]([C:11]([CH3:12])([CH3:13])[CH3:14])[cH:20][cH:19][cH:18][cH:17]2)[c:3]([N+:8](=[O:9])[O-:10])[cH:4][cH:5][cH:6][cH:7]1. Reactants: CS(C)=O, CCN(C(C)C)C(C)C, O=C(Nc1ccc(C(F)(F)F)nc1)OCC(Cl)(Cl)Cl, O, c1ccc(-c2nsc(N3CCNCC3)n2)cc1. Yields the product O=C(Nc1ccc(C(F)(F)F)nc1)N1CCN(c2nc(-c3ccccc3)ns2)CC1. Reaction SMILES: [CH3:46][S:47]([CH3:48])=[O:49].[CH:37]([N:38]([CH:39]([CH3:40])[CH3:41])[CH2:42][CH3:43])([CH3:44])[CH3:45].[F:1][C:2]([c:3]1[cH:4][cH:5][c:6]([NH:9][C:10]([O:11][CH2:12][C:13]([Cl:14])([Cl:15])[Cl:16])=[O:17])[cH:7][n:8]1)([F:18])[F:19].[OH2:50].[c:20]1(-[c:26]2[n:27][s:28][c:29]([N:31]3[CH2:32][CH2:33][NH:34][CH2:35][CH2:36]3)[n:30]2)[cH:21][cH:22][cH:23][cH:24][cH:25]1>>[F:1][C:2]([c:3]1[cH:4][cH:5][c:6]([NH:9][C:10](=[O:17])[N:34]2[CH2:33][CH2:32][N:31]([c:29]3[s:28][n:27][c:26](-[c:20]4[cH:21][cH:22][cH:23][cH:24][cH:25]4)[n:30]3)[CH2:36][CH2:35]2)[cH:7][n:8]1)([F:18])[F:19]. Starting materials: CO, OCCc1ccc(O)cc1. The product is COCCc1ccc(O)cc1. RXN SMILES: [CH3:11][OH:12].[OH:1][c:2]1[cH:3][cH:4][c:5]([CH2:6][CH2:7][OH:8])[cH:9][cH:10]1>>[OH:1][c:2]1[cH:3][cH:4][c:5]([CH2:6][CH2:7][O:8][CH3:11])[cH:9][cH:10]1.